The task is: describe an organic reaction: reactants, conditions, products, and yield. This data is from the Open Reaction Database (ORD), a public repository of structured organic reaction records. Starting materials: FC(OC=1C=C(C=CC1)C1=COC2=C1C=C(C=C2)C(=O)OC)(F)F (methyl 3-[3-(trifluoromethoxy)phenyl]-1-benzofuran-5-carboxylate), O.NN (hydrazine monohydrate). Run in C(C)O (ethanol). Yields the product FC(OC=1C=C(C=CC1)C1=COC2=C1C=C(C=C2)C(=O)NN)(F)F (3-[3-(trifluoromethoxy)phenyl]-1-benzofuran-5-carbohydrazide). As a reaction SMILES: [F:1][C:2]([F:24])([F:23])[O:3][C:4]1[CH:5]=[C:6]([C:10]2[C:14]3[CH:15]=[C:16]([C:19](OC)=[O:20])[CH:17]=[CH:18][C:13]=3[O:12][CH:11]=2)[CH:7]=[CH:8][CH:9]=1.O.[NH2:26][NH2:27]>C(O)C>[F:1][C:2]([F:24])([F:23])[O:3][C:4]1[CH:5]=[C:6]([C:10]2[C:14]3[CH:15]=[C:16]([C:19]([NH:26][NH2:27])=[O:20])[CH:17]=[CH:18][C:13]=3[O:12][CH:11]=2)[CH:7]=[CH:8][CH:9]=1 |f:1.2|. Procedure details: A solution of methyl 3-[3-(trifluoromethoxy)phenyl]-1-benzofuran-5-carboxylate (6.80 g, 20.2 mmol) and hydrazine monohydrate (9.92 mL, 202.2 mmol) in ethanol (70 mL) was heated under reflux overnight. After cooling, the precipitate was collected by filtration to give 3-[3-(trifluoromethoxy)phenyl]-1-benzofuran-5-carbohydrazide. The reactants are ClCC=1N=C2N(C=C(C=C2)C(F)(F)F)C1 (2-(chloromethyl)-6-trifluoromethylimidazo[1,2-a]pyridine), Cl.Cl.ClC1=CC=C(C=C1)N1CCNCC1 (1-(4-chlorophenyl)piperazine dihydrochloride), C(C)(C)N(CC)C(C)C (diisopropylethylamine). The solvent is C1CCOC1 (THF). The product is ClC1=CC=C(C=C1)N1CCN(CC1)CC=1N=C2N(C=C(C=C2)C(F)(F)F)C1 (2-[[4-(4-chlorophenyl)-1-piperazinyl]methyl]-6-(trifluoromethyl)imidazo[1,2-a]pyridine). The yield is 41.0%. Reaction SMILES: Cl[CH2:2][C:3]1[N:4]=[C:5]2[CH:10]=[CH:9][C:8]([C:11]([F:14])([F:13])[F:12])=[CH:7][N:6]2[CH:15]=1.Cl.Cl.[Cl:18][C:19]1[CH:24]=[CH:23][C:22]([N:25]2[CH2:30][CH2:29][NH:28][CH2:27][CH2:26]2)=[CH:21][CH:20]=1.C(N(C(C)C)CC)(C)C>C1COCC1>[Cl:18][C:19]1[CH:20]=[CH:21][C:22]([N:25]2[CH2:30][CH2:29][N:28]([CH2:2][C:3]3[N:4]=[C:5]4[CH:10]=[CH:9][C:8]([C:11]([F:14])([F:13])[F:12])=[CH:7][N:6]4[CH:15]=3)[CH2:27][CH2:26]2)=[CH:23][CH:24]=1 |f:1.2.3|. Procedure details: Following the same general procedure as for Example 49, Step 2, and making non-critical variations, 2-(chloromethyl)-6-trifluoromethylimidazo[1,2-a]pyridine (Example 49, Step 1; 0.435 g), 1-(4-chlorophenyl)piperazine dihydrochloride (Aldrich; 0.550 g), diisopropylethylamine (Aldrich; 0.815 g), and THF (6 mL) give 0.30 g of 2-[[4-(4-chlorophenyl)-1-piperazinyl]methyl]-6-(trifluoromethyl)imidazo[1,2-a]pyridine after crystallization from ethyl acetate/hexane; mp 128-135° C.; MS m/z 394; IR (mineral... Starting materials: CO, Cc1c(O)ccc(C(=O)O)c1C, O=S(Cl)Cl. Yields the product COC(=O)c1ccc(O)c(C)c1C. As a reaction SMILES: [CH3:17][OH:18].[OH:5][c:6]1[c:7]([CH3:16])[c:8]([CH3:15])[c:9]([C:10](=[O:11])[OH:12])[cH:13][cH:14]1.[S:1]([Cl:2])([Cl:3])=[O:4]>>[OH:5][c:6]1[c:7]([CH3:16])[c:8]([CH3:15])[c:9]([C:10](=[O:11])[O:12][CH3:17])[cH:13][cH:14]1. Starting materials: CO, ClCCl, Cl, C1COCCO1, Cc1ccccc1Nc1nc(C(N)=O)c(-c2ccc(N3CCN(C(=O)OC(C)(C)C)CC3)cc2)o1. Product: Cc1ccccc1Nc1nc(C(N)=O)c(-c2ccc(N3CCNCC3)cc2)o1. As a reaction SMILES: [CH3:46][OH:47].[Cl:43][CH2:44][Cl:45].[ClH:36].[O:37]1[CH2:38][CH2:39][O:40][CH2:41][CH2:42]1.[c:1]1([CH3:35])[c:2]([NH:7][c:8]2[o:9][c:10](-[c:16]3[cH:17][cH:18][c:19]([N:22]4[CH2:23][CH2:24][N:25]([C:28]([O:29][C:30]([CH3:31])([CH3:32])[CH3:33])=[O:34])[CH2:26][CH2:27]4)[cH:20][cH:21]3)[c:11]([C:13]([NH2:14])=[O:15])[n:12]2)[cH:3][cH:4][cH:5][cH:6]1>>[c:1]1([CH3:35])[c:2]([NH:7][c:8]2[o:9][c:10](-[c:16]3[cH:17][cH:18][c:19]([N:22]4[CH2:23][CH2:24][NH:25][CH2:26][CH2:27]4)[cH:20][cH:21]3)[c:11]([C:13]([NH2:14])=[O:15])[n:12]2)[cH:3][cH:4][cH:5][cH:6]1. The reactants are C1=CC=CC=C1 (Benzene), ClCCCC(=O)Cl (4-chlorobutyryl chloride), [Cl-].[Al+3].[Cl-].[Cl-] (aluminium chloride). The solvent is ClCCl (dichloromethane). Product: ClCCCC(=O)C1=CC=CC=C1 (4-chlorobutyrylbenzene). Isolated yield 881.0%. RXN SMILES: [CH:1]1[CH:6]=[CH:5][CH:4]=[CH:3][CH:2]=1.[Cl:7][CH2:8][CH2:9][CH2:10][C:11](Cl)=[O:12].[Cl-].[Al+3].[Cl-].[Cl-]>ClCCl>[Cl:7][CH2:8][CH2:9][CH2:10][C:11]([C:1]1[CH:6]=[CH:5][CH:4]=[CH:3][CH:2]=1)=[O:12] |f:2.3.4.5|. Reported procedure: Benzene (0.5 mg), 4-chlorobutyryl chloride (141 mg), and aluminium chloride (170 mg) were reacted in dichloromethane (1.5 mL) at from 0° C. to room temperature for 4 hours. The resultant was treated in the same manner as described in Example 1 to obtain the title compound (10.3 mg). Starting materials: [Br-].CNCC[P+](C1=CC=CC=C1)(C1=CC=CC=C1)C1=CC=CC=C1 (β-Methylaminoethyltriphenylphosphonium bromide), C1(=CC=C(C=C1)C(=O)C1=CC=C(C=C1)C1=CC=CC=C1)C1=CC=CC=C1 (di-4-biphenylyl ketone). The product is C1(=CC=C(C=C1)C=C=CNC)C1=CC=CC=C1 (4-biphenylyl-3-methylaminoprop-1-ene ene). RXN SMILES: [Br-].[CH3:2][NH:3]CC[P+](C1C=CC=CC=1)(C1C=CC=CC=1)C1C=CC=CC=1.[C:25]1([C:45]2[CH:50]=[CH:49][CH:48]=[CH:47][CH:46]=2)[CH:30]=[CH:29][C:28]([C:31]([C:33]2C=CC(C3C=CC=CC=3)=C[CH:34]=2)=O)=[CH:27][CH:26]=1>>[C:25]1([C:45]2[CH:50]=[CH:49][CH:48]=[CH:47][CH:46]=2)[CH:30]=[CH:29][C:28]([CH:31]=[C:33]=[CH:34][NH:3][CH3:2])=[CH:27][CH:26]=1 |f:0.1|. Reported procedure: β-Methylaminoethyltriphenylphosphonium bromide was reacted with di-4-biphenylyl ketone by the method of Example 1 to give 1,1-di(4-biphenylyl-3-methylaminoprop-1-ene ene identical with that described in Example 4.